This data is from the Open Reaction Database (ORD), a public repository of structured organic reaction records. The task is: describe an organic reaction: reactants, conditions, products, and yield The reactants are CCCCCCCCCc1ccccc1O, CC1=NCCO1, [Na+], [OH-], O, O=P(O)(O)O. Product: CCCCCCCCCc1ccccc1OC(C)N. Reaction SMILES: [CH2:1]([CH2:2][CH2:3][CH2:4][CH2:5][CH2:6][CH2:7][CH2:8][CH3:9])[c:10]1[c:11]([OH:16])[cH:12][cH:13][cH:14][cH:15]1.[CH3:17][C:18]1=[N:19][CH2:22][CH2:21][O:20]1.[Na+:29].[OH-:28].[OH2:30].[P:23](=[O:24])([OH:25])([OH:26])[OH:27]>>[CH2:1]([CH2:2][CH2:3][CH2:4][CH2:5][CH2:6][CH2:7][CH2:8][CH3:9])[c:10]1[c:11]([O:16][CH:18]([CH3:17])[NH2:19])[cH:12][cH:13][cH:14][cH:15]1. The reactants are ClC=1C=NC=C(C1C)Cl (3,5-dichloro-4-methyl-pyridine), C1(CC1)COC=1C=C(C(=O)Cl)C=CC1OC (3-(cyclopropylmethoxy)-4-methoxy-benzoyl chloride). The product is C1(CC1)COC=1C=C(C=CC1OC)/C(=C/C1=C(C=NC=C1Cl)Cl)/OC(C1=CC(=C(C=C1)OC)OCC1CC1)=O (3-cyclopropylmethoxy-4-methoxy-benzoic acid (Z)-1-(3-cyclopropylmethoxy-4-methoxy-phenyl)-2-(3,5-dichloro-pyridin-4-yl)vinyl ester). Reaction SMILES: [Cl:1][C:2]1[CH:3]=[N:4][CH:5]=[C:6]([Cl:9])[C:7]=1[CH3:8].[CH:10]1([CH2:13][O:14][C:15]2[CH:16]=[C:17]([CH:21]=[CH:22][C:23]=2[O:24][CH3:25])[C:18](Cl)=[O:19])[CH2:12][CH2:11]1>>[CH:10]1([CH2:13][O:14][C:15]2[CH:16]=[C:17](/[C:18](/[O:19][C:18](=[O:19])[C:17]3[CH:21]=[CH:22][C:23]([O:24][CH3:25])=[C:15]([O:14][CH2:13][CH:10]4[CH2:12][CH2:11]4)[CH:16]=3)=[CH:8]/[C:7]3[C:6]([Cl:9])=[CH:5][N:4]=[CH:3][C:2]=3[Cl:1])[CH:21]=[CH:22][C:23]=2[O:24][CH3:25])[CH2:12][CH2:11]1. Procedure details: The compound was obtained starting from 3,5-dichloro-4-methyl-pyridine and 3-(cyclopropylmethoxy)-4-methoxy-benzoyl chloride, following the procedure of Example 31. Reactants: C(C)(C)(C)OC(NC1=C(C=C(C=C1)OC(F)(F)F)N)=O ((2-amino-4-trifluoromethoxy-phenyl)-carbamic acid tert-butyl ester), C(C)(C)(C)OC(CC(=O)C1=CC(=CC=C1)C1=CC(=NC(=C1)C)C)=O (3-[3-(2,6-dimethyl-pyridin-4-yl)-phenyl]-3-oxo-propionic acid tert-butyl ester). The product is C(C)(C)(C)OC(NC1=C(C=C(C=C1)OC(F)(F)F)NC(CC(=O)C1=CC(=CC=C1)C1=CC(=NC(=C1)C)C)=O)=O ((2-{3-[3-(2,6-Dimethyl-pyridin-4-yl)-phenyl]-3-oxo-propionylamino}-4-trifluoromethoxy-phenyl)-carbamic acid tert-butyl ester), foam. The yield is 59.0%. Reaction SMILES: [C:1]([O:5][C:6](=[O:20])[NH:7][C:8]1[CH:13]=[CH:12][C:11]([O:14][C:15]([F:18])([F:17])[F:16])=[CH:10][C:9]=1[NH2:19])([CH3:4])([CH3:3])[CH3:2].C([O:25][C:26](=O)[CH2:27][C:28]([C:30]1[CH:35]=[CH:34][CH:33]=[C:32]([C:36]2[CH:41]=[C:40]([CH3:42])[N:39]=[C:38]([CH3:43])[CH:37]=2)[CH:31]=1)=[O:29])(C)(C)C>>[C:1]([O:5][C:6](=[O:20])[NH:7][C:8]1[CH:13]=[CH:12][C:11]([O:14][C:15]([F:18])([F:17])[F:16])=[CH:10][C:9]=1[NH:19][C:26](=[O:25])[CH2:27][C:28]([C:30]1[CH:35]=[CH:34][CH:33]=[C:32]([C:36]2[CH:37]=[C:38]([CH3:43])[N:39]=[C:40]([CH3:42])[CH:41]=2)[CH:31]=1)=[O:29])([CH3:4])([CH3:2])[CH3:3]. Procedure: The title compound was prepared from (2-amino-4-trifluoromethoxy-phenyl)-carbamic acid tert-butyl ester (Example J26) (219 mg, 0.75 mmol) and 3-[3-(2,6-dimethyl-pyridin-4-yl)-phenyl]-3-oxo-propionic acid tert-butyl ester (Example K15) (244 mg, 0.75 mmol) according to the general procedure M. Obtained as a light yellow foam (240 mg, 59%). Starting materials: BrC(C(OC1(CC=C(C=C1)C(=CC1=CC=CC=C1)C)OC(C(Br)(F)F)(F)F)(F)F)(F)F (4,4-bis(2-bromotetrafluoroethoxy)-α-methylstilbene). Reagents/catalysts: [Zn] (Zinc). The solvent is C(C)#N (acetonitrile), C(C)#N (acetonitrile). Conditions: temperature 75 celsius, time 20 minute. Product: FC(=C(F)F)OC1=CC=C(C=C1)C(=CC1=CC=C(C=C1)OC(=C(F)F)F)C (4,4'-Bis(trifluoroethenyloxy)-α-methylstilbene). Reaction SMILES: BrC(F)(F)C(F)(F)O[C:5]1([O:20][C:21](F)([F:26])[C:22]([F:25])([F:24])Br)[CH:10]=[CH:9][C:8]([C:11]([CH3:19])=[CH:12][C:13]2[CH:18]=[CH:17][CH:16]=[CH:15][CH:14]=2)=[CH:7][CH2:6]1>[Zn].C(#N)C>[F:26][C:21]([O:20][C:5]1[CH:6]=[CH:7][C:8]([C:11]([CH3:19])=[CH:12][C:13]2[CH:14]=[CH:15][C:16]([O:20][C:21]([F:26])=[C:22]([F:25])[F:24])=[CH:17][CH:18]=2)=[CH:9][CH:10]=1)=[C:22]([F:25])[F:24]. Reported procedure: The intermediate product 4,4-bis(2-bromotetrafluoroethoxy)-α-methylstilbene (106.43 g, 0.18 mole) is added to 100 ml of acetonitrile in a 250 ml dropping addition funnel attached to a 1 liter 5-necked round bottomed flask. Zinc granules (40 mesh, 25.0 g, 0.38 mole) are added to the reactor along with 100 ml of acetonitrile, and the resulting stirred suspension is deoxygenated with nitrogen for 10 minutes by introducing nitrogen gas through a gas dispersion tube. The suspension is then heated to ... The reactants are CC(=O)O, [BH3-]C#N, Cc1ccc(-c2nc(C=O)cs2)c([N+](=O)[O-])c1, CNC, CO, CC(C)=O, CC(=O)[O-], [Na+], [Na+]. The product is Cc1ccc(-c2nc(CN(C)C)cs2)c([N+](=O)[O-])c1. RXN SMILES: [C:36]([OH:37])(=[O:38])[CH3:39].[C:9]([BH3-:10])#[N:11].[CH3:13][c:14]1[cH:15][c:16]([N+:27](=[O:28])[O-:29])[c:17](-[c:20]2[s:21][cH:22][c:23]([CH:25]=[O:26])[n:24]2)[cH:18][cH:19]1.[CH3:1][NH:2][CH3:3].[CH3:30][OH:31].[CH3:32][C:33](=[O:34])[CH3:35].[CH3:5][C:6](=[O:7])[O-:8].[Na+:12].[Na+:4]>>[CH3:1][N:2]([CH3:3])[CH2:25][c:23]1[cH:22][s:21][c:20](-[c:17]2[c:16]([N+:27](=[O:28])[O-:29])[cH:15][c:14]([CH3:13])[cH:19][cH:18]2)[n:24]1. The reactants are N#CCCBr, CCOC(C)=O, COc1ccc(C(=O)N(C)C2CN(C(=O)C3CCNCC3)CC2c2ccc(Cl)c(Cl)c2)cc1C(F)(F)F, ClCCl, [Na+], [Na+], O=C([O-])[O-]. Yields the product COc1ccc(C(=O)N(C)C2CN(C(=O)C3CCN(CCC#N)CC3)CC2c2ccc(Cl)c(Cl)c2)cc1C(F)(F)F. Reaction SMILES: [Br:38][CH2:39][CH2:40][C:41]#[N:42].[CH3:52][CH2:53][O:54][C:55](=[O:56])[CH3:57].[Cl:1][c:2]1[cH:3][c:4]([CH:9]2[CH:10]([N:22]([C:23]([c:24]3[cH:25][c:26]([C:32]([F:33])([F:34])[F:35])[c:27]([O:30][CH3:31])[cH:28][cH:29]3)=[O:36])[CH3:37])[CH2:11][N:12]([C:14](=[O:15])[CH:16]3[CH2:17][CH2:18][NH:19][CH2:20][CH2:21]3)[CH2:13]2)[cH:5][cH:6][c:7]1[Cl:8].[Cl:49][CH2:50][Cl:51].[Na+:43].[Na+:44].[O-:45][C:46](=[O:47])[O-:48]>>[Cl:1][c:2]1[cH:3][c:4]([CH:9]2[CH:10]([N:22]([C:23]([c:24]3[cH:25][c:26]([C:32]([F:33])([F:34])[F:35])[c:27]([O:30][CH3:31])[cH:28][cH:29]3)=[O:36])[CH3:37])[CH2:11][N:12]([C:14](=[O:15])[CH:16]3[CH2:17][CH2:18][N:19]([CH2:39][CH2:40][C:41]#[N:42])[CH2:20][CH2:21]3)[CH2:13]2)[cH:5][cH:6][c:7]1[Cl:8].